Dataset: the Open Reaction Database (ORD), a public repository of structured organic reaction records. Task: describe an organic reaction: reactants, conditions, products, and yield Starting materials: C(C1=CC=CC=C1)OCO[C@@H]1C[C@@H](N(C1)C(=O)[C@@H]1CC[C@H](CC1)C(F)(F)F)COC=1C(=NC=CC1)C(=O)O (3-(((2R,4R)-4-(benzyloxymethoxy)-1-(trans-4-(trifluoromethyl)cyclohexanecarbonyl)pyrrolidin-2-yl)methoxy)picolinic acid), O1N=C(C=C1)N (isoxazol-3-amine), Cl.Cl.N1[C@H](CCC1)COC=1C(=NC=CC1)C(=O)N ((R)-3-(pyrrolidin-2-ylmethoxy)picolinamide dihydrochloride). Product: C(C1=CC=CC=C1)OCO[C@@H]1C[C@@H](N(C1)C(=O)[C@@H]1CC[C@H](CC1)C(F)(F)F)COC=1C(=NC=CC1)C(=O)NC1=NOC=C1 (3-(((2R,4R)-4-(benzyloxymethoxy)-1-(trans-4-(trifluoromethyl)cyclohexanecarbonyl)pyrrolidin-2-yl)methoxy)-N-(isoxazol-3-yl)picolinamide). As a reaction SMILES: [CH2:1]([O:8][CH2:9][O:10][C@H:11]1[CH2:15][N:14]([C:16]([C@H:18]2[CH2:23][CH2:22][C@H:21]([C:24]([F:27])([F:26])[F:25])[CH2:20][CH2:19]2)=[O:17])[C@@H:13]([CH2:28][O:29][C:30]2[C:31]([C:36](O)=[O:37])=[N:32][CH:33]=[CH:34][CH:35]=2)[CH2:12]1)[C:2]1[CH:7]=[CH:6][CH:5]=[CH:4][CH:3]=1.[O:39]1[CH:43]=[CH:42][C:41]([NH2:44])=[N:40]1.Cl.Cl.N1CCC[C@@H]1COC1C(C(N)=O)=NC=CC=1>>[CH2:1]([O:8][CH2:9][O:10][C@H:11]1[CH2:15][N:14]([C:16]([C@H:18]2[CH2:19][CH2:20][C@H:21]([C:24]([F:25])([F:26])[F:27])[CH2:22][CH2:23]2)=[O:17])[C@@H:13]([CH2:28][O:29][C:30]2[C:31]([C:36]([NH:44][C:41]3[CH:42]=[CH:43][O:39][N:40]=3)=[O:37])=[N:32][CH:33]=[CH:34][CH:35]=2)[CH2:12]1)[C:2]1[CH:7]=[CH:6][CH:5]=[CH:4][CH:3]=1 |f:2.3.4|. Procedure details: The title compound was prepared according to the procedure described in Step 4 of EXAMPLE 1 using 3-(((2R,4R)-4-(benzyloxymethoxy)-1-(trans-4-(trifluoromethyl)cyclohexanecarbonyl)pyrrolidin-2-yl)methoxy)picolinic acid (EXAMPLE 79 Step 6) and isoxazol-3-amine instead of cis-4-(trifluoromethyl)cyclohexanecarboxylic acid and (R)-3-(pyrrolidin-2-ylmethoxy)picolinamide dihydrochloride. The reactants are [NH4+].[OH-], C1CN(C[C@@H]2[C@@H]1O2)S(C)(=O)=O. Reagents/catalysts: c1ccc(cc1)-c2c3ccccc3cc4ccccc24 (9-Phenylanthracene), F[P-](F)(F)(F)(F)F.[Na+] (NaPF6). The solvent is C(CCl)Cl (DCE). Run at temperature 25 celsius, time 18 hour. The product is CS(=O)(=O)N1CC[C@H](O)[C@@H](N)C1. RXN SMILES: [CH3:1][S:2]([N:5]1[CH2:11][C@@H:10]([C@H:8]2[CH2:7][CH2:6]1)[O:9]2)(=[O:4])=[O:3].[NH4+:12].[OH-]>>[CH3:1][S:2]([N:5]1[CH2:11][C@H:10]([NH2:12])[C@@H:8]([OH:9])[CH2:7][CH2:6]1)(=[O:4])=[O:3].